This data is from the Open Reaction Database (ORD), a public repository of structured organic reaction records. The task is: describe an organic reaction: reactants, conditions, products, and yield Reactants: FC=1C=CC2=C(C(N(CC=3N2C=NC3C3=NOC(=N3)CN3CCCC3)C)=O)C1 (8-fluoro-5-methyl-3-(5-pyrrolidin-1-ylmethyl-1,2,4-oxadiazol-3-yl)-5,6-dihydro-4H-imidazo [1,5-a][1,4]benzodiazepin-6-one), Cl (hydrochloric acid). The solvent is C(C)O (ethanol). Yields the product Cl.FC=1C=CC2=C(C(N(CC=3N2C=NC3C3=NOC(=N3)CN3CCCC3)C)=O)C1 (8-fluoro-5-methyl-3-(5-pyrrolidin-1-ylmethyl-1,2,4-oxadiazol-3-yl)-5,6-dihydro-4H-imidazo[1,5-a][1,4]benzodia-zepin-6-one hydrochloride). The yield is 94.1%. Reaction SMILES: [F:1][C:2]1[CH:3]=[CH:4][C:5]2[N:11]3[CH:12]=[N:13][C:14]([C:15]4[N:19]=[C:18]([CH2:20][N:21]5[CH2:25][CH2:24][CH2:23][CH2:22]5)[O:17][N:16]=4)=[C:10]3[CH2:9][N:8]([CH3:26])[C:7](=[O:27])[C:6]=2[CH:28]=1.[ClH:29]>C(O)C>[ClH:29].[F:1][C:2]1[CH:3]=[CH:4][C:5]2[N:11]3[CH:12]=[N:13][C:14]([C:15]4[N:19]=[C:18]([CH2:20][N:21]5[CH2:22][CH2:23][CH2:24][CH2:25]5)[O:17][N:16]=4)=[C:10]3[CH2:9][N:8]([CH3:26])[C:7](=[O:27])[C:6]=2[CH:28]=1 |f:3.4|. Procedure: 1.32, g (0.0035 mol) of 8-fluoro-5-methyl-3-(5-pyrrolidin-1-ylmethyl-1,2,4-oxadiazol-3-yl)-5,6-dihydro-4H-imidazo [1,5-a][1,4]benzodiazepin-6-one were dissolved in 50 ml of hot ethanol. 0.8 ml (0.0038 mol) of 4.78N ethanolic hydrochloric acid was added at room temperature. The solution was concentrated to a volume of ~20 ml, whereby crystallization began. 80 ml of ether were added, the mixture was filtered and there were obtained 1.38 g (96%) of 8-fluoro-5-methyl-3-(5-pyrrolidin-1-ylmethyl-1,2,4... Reactants: CC(C)(C)CCNC(=O)C1CC(S(=O)(=O)N2CCOCC2)C(c2ccccc2F)N1C(=O)CNC(=O)Nc1cccc(C(=O)OCc2ccccc2)c1, ClCCl, CCO, CO. Yields the product CC(C)(C)CCNC(=O)C1CC(S(=O)(=O)N2CCOCC2)C(c2ccccc2F)N1C(=O)CNC(=O)Nc1cccc(C(=O)O)c1. As a reaction SMILES: [CH2:1]([c:2]1[cH:3][cH:4][cH:5][cH:6][cH:7]1)[O:8][C:9](=[O:10])[c:11]1[cH:12][c:13]([NH:17][C:18]([NH:19][CH2:20][C:21](=[O:22])[N:23]2[CH:24]([C:44]([NH:45][CH2:46][CH2:47][C:48]([CH3:49])([CH3:50])[CH3:51])=[O:52])[CH2:25][CH:26]([S:35](=[O:36])(=[O:37])[N:38]3[CH2:39][CH2:40][O:41][CH2:42][CH2:43]3)[CH:27]2[c:28]2[c:29]([F:34])[cH:30][cH:31][cH:32][cH:33]2)=[O:53])[cH:14][cH:15][cH:16]1.[CH2:59]([Cl:60])[Cl:61].[CH3:54][CH2:55][OH:56].[CH3:57][OH:58]>>[O:8]=[C:9]([OH:10])[c:11]1[cH:12][c:13]([NH:17][C:18]([NH:19][CH2:20][C:21](=[O:22])[N:23]2[CH:24]([C:44]([NH:45][CH2:46][CH2:47][C:48]([CH3:49])([CH3:50])[CH3:51])=[O:52])[CH2:25][CH:26]([S:35](=[O:36])(=[O:37])[N:38]3[CH2:39][CH2:40][O:41][CH2:42][CH2:43]3)[CH:27]2[c:28]2[c:29]([F:34])[cH:30][cH:31][cH:32][cH:33]2)=[O:53])[cH:14][cH:15][cH:16]1. The reactants are C(=NC1CCCCC1)=NC1CCCCC1, C1CCOC1, O=C1CCC(=O)N1O. Product: O=C(NC1CCCCC1)NC1CCCCC1. Reaction SMILES: [CH:9]1([N:15]=[C:16]=[N:17][CH:18]2[CH2:19][CH2:20][CH2:21][CH2:22][CH2:23]2)[CH2:10][CH2:11][CH2:12][CH2:13][CH2:14]1.[O:24]1[CH2:25][CH2:26][CH2:27][CH2:28]1.[OH:1][N:2]1[C:3](=[O:4])[CH2:5][CH2:6][C:7]1=[O:8]>>[O:1]=[C:16]([NH:15][CH:9]1[CH2:10][CH2:11][CH2:12][CH2:13][CH2:14]1)[NH:17][CH:18]1[CH2:19][CH2:20][CH2:21][CH2:22][CH2:23]1. Starting materials: [H-].[H-].[H-].[H-].[Li+].[Al+3] (LiAlH4), O1CCOC12CCC1(C(NCC1)=O)CC2 (1,4-dioxa-10-aza-dispiro[4.2.4.2]tetradecan-9-one). Run in C1CCOC1 (THF), C1CCOC1 (THF). Run at time 2 hour. Yields the product O1CCOC12CCC1(CNCC1)CC2 (1,4-dioxa-10-aza-dispiro[4.2.4.2]tetradecane). Isolated yield 94.4%. RXN SMILES: [H-].[H-].[H-].[H-].[Li+].[Al+3].[O:7]1[C:11]2([CH2:21][CH2:20][C:14]3([CH2:18][CH2:17][NH:16][C:15]3=O)[CH2:13][CH2:12]2)[O:10][CH2:9][CH2:8]1>C1COCC1>[O:7]1[C:11]2([CH2:21][CH2:20][C:14]3([CH2:18][CH2:17][NH:16][CH2:15]3)[CH2:13][CH2:12]2)[O:10][CH2:9][CH2:8]1 |f:0.1.2.3.4.5|. Procedure details: To a suspension of LiAlH4 (21 g, 558.56 mmol) in anhydrous THF (500 mL) was added a solution of 1,4-dioxa-10-aza-dispiro[4.2.4.2]tetradecan-9-one (59 g, 279.28 mmol) in anhydrous THF (400 mL) dropwise at 0° C. in 1 h. The reaction mixture was heated to reflux and stirred for 2 h, then quenched with water at 0° C. until no bubble escaped and filtered. The filtere cake was washed with a mixture of DCM and MeOH (1/1 (v/v), 500 mL). The filterate was concentrated in vacuo and the residue was purifie... Starting materials: NC=1CC(=NC2=C(N1)C=C(C(=C2)C)C)C2=CC=C(C=C2)N2C(=NC=1C=NC=CC12)C (2-amino-7,8-dimethyl-4-[4-(2-methylimidazo-[4,5-c]pyrid-1-yl)phenyl]-3H-[1,5]benzodiazepine), C(C#C)(=O)OC (methyl propiolate). The solvent is C(CCC)O (n-butanol). The product is CC=1C(=CC2=C(N=C(CC=3N2C=CC(N3)=O)C3=CC=C(C=C3)N3C(=NC=2C=NC=CC23)C)C1)C (9,10-Dimethyl-6-[4-(2-methylimidazo[4,5-c]pyrid-1-yl)phenyl]-5H-pyrimido[1,2-a][1,5]benzodiazepin-3-one). Isolated yield 10.3%. RXN SMILES: [NH2:1][C:2]1[CH2:3][C:4]([C:15]2[CH:20]=[CH:19][C:18]([N:21]3[C:29]4[CH:28]=[CH:27][N:26]=[CH:25][C:24]=4[N:23]=[C:22]3[CH3:30])=[CH:17][CH:16]=2)=[N:5][C:6]2[CH:12]=[C:11]([CH3:13])[C:10]([CH3:14])=[CH:9][C:7]=2[N:8]=1.[C:31](OC)(=[O:34])[C:32]#[CH:33]>C(O)CCC>[CH3:13][C:11]1[C:10]([CH3:14])=[CH:9][C:7]2[N:8]3[CH:33]=[CH:32][C:31](=[O:34])[N:1]=[C:2]3[CH2:3][C:4]([C:15]3[CH:16]=[CH:17][C:18]([N:21]4[C:29]5[CH:28]=[CH:27][N:26]=[CH:25][C:24]=5[N:23]=[C:22]4[CH3:30])=[CH:19][CH:20]=3)=[N:5][C:6]=2[CH:12]=1. Procedure: A solution of 2-amino-7,8-dimethyl-4-[4-(2-methylimidazo-[4,5-c]pyrid-1-yl)phenyl]-3H-[1,5]benzodiazepine (Example 44) (395 mg, 1.0 mmol) and methyl propiolate (168 mg, 2.0 mmol) in n-butanol (4 ml) was heated at reflux for 16 hours under nitrogen. The solvent was removed under reduced pressure and the residue was purified by flash chromatography (eluting with ethyl acetate:methanol: diethylamine=100:10:5). Fractions containing product were concentrated, and the residue was treated with dichloro... Isolated yield 52.0%. The solvent is CS(=O)C (dimethylsulfoxide). Product: C(C#C)OC1=CC=C(O)C=C1 (hydroquinone monopropargyl ether). The reactants are C1(O)=CC=C(O)C=C1 (Hydroquinone), C(C#C)Cl (Propargyl chloride). Reaction conditions: time 8 hour. As a reaction SMILES: [C:1]1([CH:8]=[CH:7][C:5]([OH:6])=[CH:4][CH:3]=1)[OH:2].[CH2:9](Cl)[C:10]#[CH:11]>CS(C)=O>[CH2:11]([O:2][C:1]1[CH:8]=[CH:7][C:5]([OH:6])=[CH:4][CH:3]=1)[C:10]#[CH:9]. Procedure details: Hydroquinone (75.0 grams, 0.681 moles) is dissolved in 395 milliliters dimethylsulfoxide. The flask is purged with nitrogen, and aqueous sodium hydroxide (275 milliliters of a 5N solution, 1.375 moles) and water (210 milliliters) are added. Propargyl chloride (50.0 milliliters, 51.5 grams, 0.691 moles) is then added and the solution is stirred at room temperature overnight. The aqueous solution is washed twice with toluene, and then is acidified with 65 milliliters concentrated hydrochloric acid... Reactants: NC1(CCC1)C1=CC=C(C=C1)C1=NC=2N(C=C1C1=CC=CC=C1)C(=CN2)C#N (7-[4-(1-Amino-cyclobutyl)-phenyl]-6-phenyl-imidazo[1,2-a]pyrimidine-3-carbonitrile), CO3, OO (H2O2). Run in CC(OCC)=O (EA), CS(=O)C (DMSO). Reaction conditions: temperature 60 celsius. Product: NC1(CCC1)C1=CC=C(C=C1)C1=NC=2N(C=C1C1=CC=CC=C1)C(=CN2)C(=O)N (7-[4-(1-Amino-cyclobutyl)-phenyl]-6-phenyl-imidazo[1,2-a]pyrimidine-3-carboxylic Acid Amide). Reaction SMILES: [NH2:1][C:2]1([C:6]2[CH:11]=[CH:10][C:9]([C:12]3[C:17]([C:18]4[CH:23]=[CH:22][CH:21]=[CH:20][CH:19]=4)=[CH:16][N:15]4[C:24]([C:27]#[N:28])=[CH:25][N:26]=[C:14]4[N:13]=3)=[CH:8][CH:7]=2)[CH2:5][CH2:4][CH2:3]1.[OH:29]O>CS(C)=O.CC(=O)OCC>[NH2:1][C:2]1([C:6]2[CH:7]=[CH:8][C:9]([C:12]3[C:17]([C:18]4[CH:23]=[CH:22][CH:21]=[CH:20][CH:19]=4)=[CH:16][N:15]4[C:24]([C:27]([NH2:28])=[O:29])=[CH:25][N:26]=[C:14]4[N:13]=3)=[CH:10][CH:11]=2)[CH2:5][CH2:4][CH2:3]1. Procedure details: To a suspension of compound 4-10 (40 mg 0.11 mmol.) and K2 CO3 (30 mg, 0.22 mmol) in DMSO (1.0 mL) was added 0.1 mL of H2O2(30% aq.) and the mixture was heated at 60° C. for 3 h. After cooling, the mixture was diluted with 20 mL of EA, the combined organic phase was washed with sat.NaHSO3 (aq) and brine, dried over anhydrous Na2SO4 and concentrated. The residue was purified by prep.HPLC to give 19 mg of 4-11.